Dataset: the Open Reaction Database (ORD), a public repository of structured organic reaction records. Task: describe an organic reaction: reactants, conditions, products, and yield The reactants are CC(CN1CCCC1)(C)N1C=NC(=C1)NC(C(CCC)N)=O (2-Amino-pentanoic acid [1-(1,1-dimethyl-2-pyrrolidin-1-yl-ethyl)-1H-imidazol-4-yl]-amide), ClC=1C=C2CC(CC2=CC1)=O (5-Chloro-indan-2-one). The product is CC(CN1CCCC1)(C)N1C=NC(=C1)NC(C(CCC)NC1CC2=CC=C(C=C2C1)Cl)=O (2-(5-Chloro-indan-2-ylamino)-pentanoic acid [1-(1,1-dimethyl-2-pyrrolidin-1-yl-ethyl)-1H-imidazol-4-yl]-amide). RXN SMILES: [CH3:1][C:2]([N:10]1[CH:14]=[C:13]([NH:15][C:16](=[O:22])[CH:17]([NH2:21])[CH2:18][CH2:19][CH3:20])[N:12]=[CH:11]1)([CH3:9])[CH2:3][N:4]1[CH2:8][CH2:7][CH2:6][CH2:5]1.[Cl:23][C:24]1[CH:25]=[C:26]2[C:30](=[CH:31][CH:32]=1)[CH2:29][C:28](=O)[CH2:27]2>>[CH3:1][C:2]([N:10]1[CH:14]=[C:13]([NH:15][C:16](=[O:22])[CH:17]([NH:21][CH:28]2[CH2:27][C:26]3[C:30](=[CH:31][CH:32]=[C:24]([Cl:23])[CH:25]=3)[CH2:29]2)[CH2:18][CH2:19][CH3:20])[N:12]=[CH:11]1)([CH3:9])[CH2:3][N:4]1[CH2:8][CH2:7][CH2:6][CH2:5]1. Procedure details: 2-Amino-pentanoic acid [1-(1,1-dimethyl-2-pyrrolidin-1-yl-ethyl)-1H-imidazol-4-yl]-amide was reacted with 5-Chloro-indan-2-one to provide the title compound: C13 NMR (100 MHz, CDCl3) 14.2, 19.5, 24.3, 26.6, 26.7, 36.4, 39.3, 39.8, 40.0, 40.4, 56.0, 59.1, 59.2, 61.4, 67.3, 104.8, 125.1, 125.2, 125.9, 126.0, 126.9, 126.9, 131.2, 137.3, 140.1, 143.2, 143.6, 172.0; MS m/z 458.4 (M+1). Reactants: C[Si](N1C(CCC1)=O)(C)C (1-trimethylsilanyl-pyrrolidin-2-one), O (water), [Li+].CC(C)[N-]C(C)C (LDA), ClC1=C(C=CC(=C1)Cl)CCl (2,4-dichloro-1-chloromethyl-benzene). Solvent: C1CCOC1 (THF). Conditions: temperature -78 celsius. The product is ClC1=C(CC2C(NCC2)=O)C=CC(=C1)Cl (3-(2,4-Dichloro-benzyl)-pyrrolidin-2-one). Isolated yield 66.6%. As a reaction SMILES: C[Si](C)(C)[N:3]1[CH2:7][CH2:6][CH2:5][C:4]1=[O:8].[Li+].CC([N-]C(C)C)C.[Cl:19][C:20]1[CH:25]=[C:24]([Cl:26])[CH:23]=[CH:22][C:21]=1[CH2:27]Cl.O>C1COCC1>[Cl:19][C:20]1[CH:25]=[C:24]([Cl:26])[CH:23]=[CH:22][C:21]=1[CH2:27][CH:5]1[CH2:6][CH2:7][NH:3][C:4]1=[O:8] |f:1.2|. Procedure: Charge a flask with 1-trimethylsilanyl-pyrrolidin-2-one (5.0 g, 32 mmol), dissolve in THF (150 mL) and cool to −78° C. under nitrogen. Add LDA (2M, 19 mL, 38 mmol) and stir at −78° C. for 10 minutes. Add 2,4-dichloro-1-chloromethyl-benzene (8.1 g, 41 mmol) and warm to room temperature. Pour into water after 2 hours and extract with methylene chloride. Dry over sodium sulfate, filter and concentrate. Purify the residue over silica gel (1:1 hexanes:ethylacetate to 100% ethyl acetate) to afford 5.2...